This data is from the Open Reaction Database (ORD), a public repository of structured organic reaction records. The task is: describe an organic reaction: reactants, conditions, products, and yield The reactants are [Al+3], C1CCOC1, COC(=O)c1ccc2c(c1)ncn2C, [H-], [H-], [H-], [H-], [Li+], [Na+], [OH-]. The product is Cn1cnc2cc(CO)ccc21. RXN SMILES: [Al+3:16].[CH2:23]1[O:24][CH2:25][CH2:26][CH2:27]1.[CH3:1][n:2]1[cH:3][n:4][c:5]2[c:6]1[cH:7][cH:8][c:9]([C:11](=[O:12])[O:13][CH3:14])[cH:10]2.[H-:15].[H-:18].[H-:19].[H-:20].[Li+:17].[Na+:22].[OH-:21]>>[CH3:1][n:2]1[cH:3][n:4][c:5]2[c:6]1[cH:7][cH:8][c:9]([CH2:11][OH:12])[cH:10]2. Reactants: O=C(OOC(=O)c1ccccc1)c1ccccc1, ClC(Cl)(Cl)Cl, Cc1ccc2c(-c3ccc(F)cc3)cc(=O)oc2c1, O=C1CCC(=O)N1Br. Yields the product O=c1cc(-c2ccc(F)cc2)c2ccc(CBr)cc2o1. Reaction SMILES: [C:28]([O:29][O:30][C:31](=[O:32])[c:33]1[cH:34][cH:35][cH:36][cH:37][cH:38]1)(=[O:39])[c:40]1[cH:41][cH:42][cH:43][cH:44][cH:45]1.[Cl:46][C:47]([Cl:48])([Cl:49])[Cl:50].[F:1][c:2]1[cH:3][cH:4][c:5](-[c:8]2[cH:9][c:10](=[O:19])[o:11][c:12]3[cH:13][c:14]([CH3:18])[cH:15][cH:16][c:17]23)[cH:6][cH:7]1.[O:20]=[C:21]1[N:22]([Br:27])[C:23](=[O:24])[CH2:25][CH2:26]1>>[F:1][c:2]1[cH:3][cH:4][c:5](-[c:8]2[cH:9][c:10](=[O:19])[o:11][c:12]3[cH:13][c:14]([CH2:18][Br:27])[cH:15][cH:16][c:17]23)[cH:6][cH:7]1. Starting materials: C1(=CC=CC=C1)N1NC(CC1)=O (1-Phenylpyrazolidin-3-one), P(=O)(Cl)(Cl)Cl (phosphoryl chloride). The solvent is C1(=CC=CC=C1)C (toluene), C1(=CC=CC=C1)C (toluene). Conditions: time 1 hour. Product: ClC1=NN(CC1)C1=CC=CC=C1 (3-Chloro-4,5-dihydro-1-phenyl-1H-pyrazole). Reaction SMILES: [C:1]1([N:7]2[CH2:11][CH2:10][C:9](=O)[NH:8]2)[CH:6]=[CH:5][CH:4]=[CH:3][CH:2]=1.P(Cl)(Cl)([Cl:15])=O>C1(C)C=CC=CC=1>[Cl:15][C:9]1[CH2:10][CH2:11][N:7]([C:1]2[CH:6]=[CH:5][CH:4]=[CH:3][CH:2]=2)[N:8]=1. Reported procedure: 1-Phenylpyrazolidin-3-one (8.1 g) was suspened in dry toluene (100 ml), followed by addition of phosphoryl chloride (7.0 ml) and the mixture stirred for 1 hour at 85° . When cool the toluene was decanted from the solid and solvent removed in vacuo to give the sub-title compound, (6.9 g), mp 92°-93°. Starting materials: Br (Hydrobromic acid), C(C)N1C2=C(N(C(C3=C1N=CC=C3)=O)C)C=CC(=N2)OC (5,11-dihydro-11-ethyl-2-methoxy-5-methyl-6H-dipyrido[3,2-b:2',3'-e][1,4]diazepin-6-one). The solvent is C(C)(=O)O (acetic acid). Yields the product C(C)N1C2=C(N(C(C3=C1N=CC=C3)=O)C)C=CC(=N2)O (5,11-Dihydro-11-ethyl-2-hydroxy-5-methyl-6H-dipyrido[3,2-b:2',3'-e][1,4]diazepin-6-one). The yield is 28.1%. Reaction SMILES: Br.[CH2:2]([N:4]1[C:10]2[N:11]=[CH:12][CH:13]=[CH:14][C:9]=2[C:8](=[O:15])[N:7]([CH3:16])[C:6]2[CH:17]=[CH:18][C:19]([O:21]C)=[N:20][C:5]1=2)[CH3:3]>C(O)(=O)C>[CH2:2]([N:4]1[C:10]2[N:11]=[CH:12][CH:13]=[CH:14][C:9]=2[C:8](=[O:15])[N:7]([CH3:16])[C:6]2[CH:17]=[CH:18][C:19]([OH:21])=[N:20][C:5]1=2)[CH3:3]. Procedure: Hydrobromic acid (48%, 2 ml) was added to a solution of 5,11-dihydro-11-ethyl-2-methoxy-5-methyl-6H-dipyrido[3,2-b:2',3'-e][1,4]diazepin-6-one (0.3 g) in acetic acid (2 ml), and the resulting mixture was rapidly heated to reflux for 5 min. The reaction mixture was quenched with 10% sodium hydroxide (10 ml) and the product was extracted with ethyl acetate, dried (anhydrous magnesium sulfate) and concentrated to give a solid which was recrystallized from ethyl acetate to give 0.08 g of product, m.... Reactants: FC1=C(C=CC(=C1NCC1=CC(=CC(=C1)OC)C1=CC(=CC=C1)F)F)O (2,4-difluoro-3-[[3-(3-fluorophenyl)-5-methoxy-phenyl]methylamino]phenol), C(=O)([O-])[O-].[Cs+].[Cs+] (Cs2CO3), O (water), BrCC(=O)OC(C)C (isopropyl 2-bromoacetate). Run in CN(C)C=O (DMF). Run at time 1 hour. The product is FC1=C(OCC(=O)OC(C)C)C=CC(=C1NCC1=CC(=CC(=C1)OC)C1=CC(=CC=C1)F)F (Isopropyl 2-[2,4-difluoro-3-[[3-(3-fluorophenyl)-5-methoxy-phenyl]methylamino]phenoxy]acetate). Yield: 62.6%. As a reaction SMILES: [F:1][C:2]1[C:7]([NH:8][CH2:9][C:10]2[CH:15]=[C:14]([O:16][CH3:17])[CH:13]=[C:12]([C:18]3[CH:23]=[CH:22][CH:21]=[C:20]([F:24])[CH:19]=3)[CH:11]=2)=[C:6]([F:25])[CH:5]=[CH:4][C:3]=1[OH:26].C([O-])([O-])=O.[Cs+].[Cs+].Br[CH2:34][C:35]([O:37][CH:38]([CH3:40])[CH3:39])=[O:36].O>CN(C=O)C>[F:1][C:2]1[C:7]([NH:8][CH2:9][C:10]2[CH:15]=[C:14]([O:16][CH3:17])[CH:13]=[C:12]([C:18]3[CH:23]=[CH:22][CH:21]=[C:20]([F:24])[CH:19]=3)[CH:11]=2)=[C:6]([F:25])[CH:5]=[CH:4][C:3]=1[O:26][CH2:34][C:35]([O:37][CH:38]([CH3:40])[CH3:39])=[O:36] |f:1.2.3|. Reported procedure: To a solution of 2,4-difluoro-3-[[3-(3-fluorophenyl)-5-methoxy-phenyl]methylamino]phenol (see example 16) (1.0 g, 2.78 mmol, 1.0 eq) in DMF (10 mL) was added Cs2CO3 (1.36 g, 3.34 mmol, 1.5 eq) at room temperature. The reaction mixture was stirred for 1 h, then isopropyl 2-bromoacetate (624 mg, 3.34 mmol, 1.2 eq) was added and the reaction mixture was stirred for h. The resulting mixture was poured into water and extracted with EtOAc. The organic extract was washed with water and brine, dried (Na... The reactants are CCOCC, C[Si](C)(C)C=[N+]=[N-], CO, COCCC(NC(=O)OCC1c2ccccc2-c2ccccc21)C(=O)O. The product is COCCC(NC(=O)OCC1c2ccccc2-c2ccccc21)C(=O)OC. Reaction SMILES: [CH3:27][CH2:28][O:29][CH2:30][CH3:31].[CH3:32][Si:33]([CH:34]=[N+:35]=[N-:36])([CH3:37])[CH3:38].[CH3:39][OH:40].[cH:1]1[cH:2][cH:3][cH:4][c:5]2[c:13]1[CH:12]([CH2:14][O:15][C:16](=[O:17])[NH:18][CH:19]([C:20](=[O:21])[OH:22])[CH2:23][CH2:24][O:25][CH3:26])[c:11]1[c:6]-2[cH:7][cH:8][cH:9][cH:10]1>>[cH:1]1[cH:2][cH:3][cH:4][c:5]2[c:13]1[CH:12]([CH2:14][O:15][C:16](=[O:17])[NH:18][CH:19]([C:20]([O:21][CH3:27])=[O:22])[CH2:23][CH2:24][O:25][CH3:26])[c:11]1[c:6]-2[cH:7][cH:8][cH:9][cH:10]1. The reactants are COC=1C=CC(=C(C1)C=1OC2=C(N1)C(=CC=C2)CNCC2=NC=CC=C2)O (2-(5-methoxy-2-hydroxyphenyl)-4-(2-pyridylmethyl)aminomethylbenzoxazole), COC1=CC(=C(C=C1OC)C=1OC2=C(N1)C(=CC=C2)CNCC2=NC=CC=C2)OCOC (2-(4,5-dimethoxy-2-methoxymethoxyphenyl)-4-(2-pyridylmethyl)aminomethylbenzoxazole). The product is COC1=CC(=C(C=C1OC)C=1OC2=C(N1)C(=CC=C2)CNCC2=NC=CC=C2)O (2-(4,5-dimethoxy-2-hydroxyphenyl)-4-(2-pyridylmethyl)aminomethyl-benzoxazole). As a reaction SMILES: COC1C=CC(O)=C(C2OC3C=CC=C(CNCC4C=CC=CN=4)C=3N=2)C=1.[CH3:28][O:29][C:30]1[C:35]([O:36][CH3:37])=[CH:34][C:33]([C:38]2[O:39][C:40]3[CH:46]=[CH:45][CH:44]=[C:43]([CH2:47][NH:48][CH2:49][C:50]4[CH:55]=[CH:54][CH:53]=[CH:52][N:51]=4)[C:41]=3[N:42]=2)=[C:32]([O:56]COC)[CH:31]=1>>[CH3:28][O:29][C:30]1[C:35]([O:36][CH3:37])=[CH:34][C:33]([C:38]2[O:39][C:40]3[CH:46]=[CH:45][CH:44]=[C:43]([CH2:47][NH:48][CH2:49][C:50]4[CH:55]=[CH:54][CH:53]=[CH:52][N:51]=4)[C:41]=3[N:42]=2)=[C:32]([OH:56])[CH:31]=1. Procedure details: 2-(4,5-dimethoxy-2-hydroxyphenyl)-4-(2-pyridylmethyl)aminomethyl-benzoxazole (F26) was prepared in a similar manner for the preparation of 2-(5-methoxy-2-hydroxyphenyl)-4-(2-pyridylmethyl)aminomethylbenzoxazole (F23) using 2-(4,5-dimethoxy-2-methoxymethoxyphenyl)-4-(2-pyridylmethyl)aminomethylbenzoxazole (F17) (100 mg, 0.23 mmol) instead of 2-(5-methoxy-2-methoxymethoxyphenyl)-4-(2-pyridylmethyl)aminomethylbenzoxazole (F16) in 92% (83 mg); 1H-NMR (500 MHz, CDCl3) δ3.95 (s, 3H), 3.96 (s, 3H), 4.0... The reactants are C(N)([O-])=O (carbamate), [H-].[H-].[H-].[H-].[Li+].[Al+3] (LiAlH4), FC(C1=CC=C(CN)C=C1)(F)F (4-(trifluoromethyl)benzylamine), C(OC(C)(C)C)(OC(C)(C)C)=O (di-tert-butyl carbonate), [Cl-].[NH4+] (ammonium chloride). Solvent: C1CCOC1 (THF), C(Cl)Cl (CH2Cl2). Reaction conditions: time 1 hour. Product: CNCC1=CC=C(C=C1)C(F)(F)F (N-Methyl-N-[4-(trifluoromethyl)benzyl]amine). Reaction SMILES: [F:1][C:2]([F:12])([F:11])[C:3]1[CH:10]=[CH:9][C:6]([CH2:7][NH2:8])=[CH:5][CH:4]=1.[C:13](=O)(OC(C)(C)C)OC(C)(C)C.[Cl-].[NH4+].C(=O)([O-])N.[H-].[H-].[H-].[H-].[Li+].[Al+3]>C(Cl)Cl.C1COCC1>[CH3:13][NH:8][CH2:7][C:6]1[CH:9]=[CH:10][C:3]([C:2]([F:11])([F:12])[F:1])=[CH:4][CH:5]=1 |f:2.3,5.6.7.8.9.10|. Reported procedure: A mixture of 4-(trifluoromethyl)benzylamine (1.0 mL, 7.02 mmol) and di-tert-butyl carbonate (1.68 g, 7.72 mmol) in CH2Cl2 (10 mL) was stirred for 1 hour. The reaction mixture was poured into saturated aqueous ammonium chloride solution, extracted with CH2Cl2 and the organic layers were combined, dried over MgSO4 and concentrated in vacuo to give a white crystalline solid. To a solution of the crude carbamate (1.00 g, 3.61 mmol) in THF (20 mL) in a room temperature water bath, was added LiAlH4 (0... The reactants are CC1(OC2=C(C(=CC(=C2)CCCCC)O)C=2C1=CC=NC2)C (5,5-dimethyl-10-hydroxy-8-n-pentyl-5H-[1]benzopyrano[3,4-d]pyridine), C(C)(=O)OC(C)=O (acetic anhydride). Run in N1=CC=CC=C1 (pyridine). Yields the product C(C)(=O)OC1=CC(=CC2=C1C=1C(=CC=NC1)C(O2)(C)C)CCCCC (10-Acetoxy-5,5-dimethyl-8-n-pentyl-5H-[1]benzopyrano[3,4-d]pyridine). Reaction SMILES: [CH3:1][C:2]1([CH3:22])[C:17]2=[CH:18][CH:19]=[N:20][CH:21]=[C:16]2[C:5]2[C:6]([OH:15])=[CH:7][C:8]([CH2:10][CH2:11][CH2:12][CH2:13][CH3:14])=[CH:9][C:4]=2[O:3]1.[C:23](OC(=O)C)(=[O:25])[CH3:24]>N1C=CC=CC=1>[C:23]([O:15][C:6]1[C:5]2[C:16]3[C:17]([C:2]([CH3:1])([CH3:22])[O:3][C:4]=2[CH:9]=[C:8]([CH2:10][CH2:11][CH2:12][CH2:13][CH3:14])[CH:7]=1)=[CH:18][CH:19]=[N:20][CH:21]=3)(=[O:25])[CH3:24]. Reported procedure: 10-Acetoxy-5,5-dimethyl-8-n-pentyl-5H-[1]benzopyrano[3,4-d]pyridine is prepared by reacting 5,5-dimethyl-10-hydroxy-8-n-pentyl-5H-[1]benzopyrano[3,4-d]pyridine and acetic anhydride in the presence of pyridine according to the method of Example 12. Starting materials: solution, Cl (hydrogen chloride), CN(C1(CCC(CC1)C(CC1=CC=CC=C1)O)C1=CC=CC=C1)C (1-(4-dimethylamino-4-phenylcyclohexyl)-2-phenylethanol). The solvent is C(C)OCC (diethyl ether). Yields the product Cl.CN(C1(CCC(CC1)C(CC1=CC=CC=C1)O)C1=CC=CC=C1)C (1-(4-Dimethylamino-4-phenylcyclohexyl)-2-phenylethanol hydrochloride). As a reaction SMILES: [ClH:1].[CH3:2][N:3]([CH3:25])[C:4]1([C:19]2[CH:24]=[CH:23][CH:22]=[CH:21][CH:20]=2)[CH2:9][CH2:8][CH:7]([CH:10]([OH:18])[CH2:11][C:12]2[CH:17]=[CH:16][CH:15]=[CH:14][CH:13]=2)[CH2:6][CH2:5]1>C(OCC)C>[ClH:1].[CH3:25][N:3]([CH3:2])[C:4]1([C:19]2[CH:24]=[CH:23][CH:22]=[CH:21][CH:20]=2)[CH2:9][CH2:8][CH:7]([CH:10]([OH:18])[CH2:11][C:12]2[CH:17]=[CH:16][CH:15]=[CH:14][CH:13]=2)[CH2:6][CH2:5]1 |f:3.4|. Reported procedure: A 7.5 M solution of hydrogen chloride in diethyl ether (25 ml) was added to 1-(4-dimethylamino-4-phenylcyclohexyl)-2-phenylethanol (nonpolar Diastereoisomer, 140 mg, 0.41 mmol). The supernatant solution was decanted and the precipitate was dried over potassium hydroxide i. vac. in a desiccator.